From a dataset of the Open Reaction Database (ORD), a public repository of structured organic reaction records. describe an organic reaction: reactants, conditions, products, and yield Starting materials: C(#N)C=1N(C(=C(N1)C)C)CCCC(C)=O (2-cyano-4,5-dimethyl-1-N-(pentan-2-on-5-yl)imidazole), [K] (Potassium). Run in O1CCCC1 (tetrahydrofuran), O1CCCC1 (tetrahydrofuran). Conditions: temperature 0 celsius, time 15 minute. Product: C(C)(=O)C1=C(C=2N(CC1)C(=C(N2)C)C)N (7-Acetyl-8-amino-5,6-dihydro-2,3-dimethylimidazo[1,2-a]pyridine), solid. Reaction SMILES: [C:1]([C:3]1[N:4]([CH2:10][CH2:11][CH2:12][C:13](=[O:15])[CH3:14])[C:5]([CH3:9])=[C:6]([CH3:8])[N:7]=1)#[N:2].[K]>O1CCCC1>[C:13]([C:12]1[CH2:11][CH2:10][N:4]2[C:5]([CH3:9])=[C:6]([CH3:8])[N:7]=[C:3]2[C:1]=1[NH2:2])(=[O:15])[CH3:14] |^1:15|. Procedure details: 102 g of 2-cyano-4,5-dimethyl-1-N-(pentan-2-on-5-yl)imidazole from Example 5 are dissolved in tetrahydrofuran (1.2 l) under a dry N 2 atmosphere and cooled in an ice bath to T=0° C. Potassium tern butoxide solution (1.0 M in THF, 640 ml) is then added dropwise over a period of about 15 min. After a further 15 min, the ice bath is removed so that the beige reaction suspension slowly warms to RT. It is then stirred vigorously for 2 h. After completion of the reaction (TLC toluene/acetone=4:1 and C... The reactants are COC=1C=CC2=C(C(=NCC(N2)=O)C2=CC=CC=C2)C1 (7-methoxy-5-phenyl-1,3-dihydro-2H-1,4-benzodiazepin-2-one), ethylene-carbonate, IC (iodomethane). Yields the product COC=1C=CC2=C(C(=NCC(N2C)=O)C2=CC=CC=C2)C1 (7-methoxy-1-methyl-5-phenyl-1,3-dihydro-2H-1,4-benzodiazepin-2-one). Isolated yield 55.0%. As a reaction SMILES: [CH3:1][O:2][C:3]1[CH:4]=[CH:5][C:6]2[NH:12][C:11](=[O:13])[CH2:10][N:9]=[C:8]([C:14]3[CH:19]=[CH:18][CH:17]=[CH:16][CH:15]=3)[C:7]=2[CH:20]=1.I[CH3:22]>>[CH3:1][O:2][C:3]1[CH:4]=[CH:5][C:6]2[N:12]([CH3:22])[C:11](=[O:13])[CH2:10][N:9]=[C:8]([C:14]3[CH:19]=[CH:18][CH:17]=[CH:16][CH:15]=3)[C:7]=2[CH:20]=1. Procedure details: By replacing 7,8-dimethoxy-5-phenyl-1,3-dihydro-1,4-benzodiazepin-2-one (XXIIaa) in the example by 7-methoxy-5-phenyl-1,3-dihydro-2H-1,4-benzodiazepin-2-one (XXIIao), and ethylene-carbonate by iodomethane, and proceeding in the same manner, the abovenamed product is obtained. Yield: 55%. M: 10–112° C. 1H-NMR (CDCl3, 300 MHz): d 3.38 (s, 3H, NCH3), 3.75 (s, 3H, OCH3), 4.30 (AB system, ? d=1.00, JAB=10.6, 2H, —CH2), 6.77–6.78 (m, 1H Ar), 7.09–7.14 (m, 1H Ar), 7.31 (s, 1H Ar), 7.38–7.46 (m, 3H Ar),...